Task: describe an organic reaction: reactants, conditions, products, and yield. Dataset: the Open Reaction Database (ORD), a public repository of structured organic reaction records Reactants: C1CCNCC1, C#Cc1ccc(-c2ccc(Cl)cc2)cn1, Cc1cc(I)ccc1OCCO. Product: Cc1cc(C#Cc2ccc(-c3ccc(Cl)cc3)cn2)ccc1OCCO. Reaction SMILES: [CH2:28]1[CH2:29][CH2:30][NH:31][CH2:32][CH2:33]1.[Cl:13][c:14]1[cH:15][cH:16][c:17](-[c:20]2[cH:21][cH:22][c:23]([C:26]#[CH:27])[n:24][cH:25]2)[cH:18][cH:19]1.[I:1][c:2]1[cH:3][c:4]([CH3:12])[c:5]([O:6][CH2:7][CH2:8][OH:9])[cH:10][cH:11]1>>[c:2]1([C:27]#[C:26][c:23]2[cH:22][cH:21][c:20](-[c:17]3[cH:16][cH:15][c:14]([Cl:13])[cH:19][cH:18]3)[cH:25][n:24]2)[cH:3][c:4]([CH3:12])[c:5]([O:6][CH2:7][CH2:8][OH:9])[cH:10][cH:11]1. The reactants are CO (methanol), [BH4-].[Na+] (Sodium borohydride), [N+](=O)([O-])N1C=2C=CC1=C(C=1C=CC(=C(C3=CC=C(N3[N+](=O)[O-])C(=C3C=CC(C2C2=CC=CC=C2)=N3)C3=CC=CC=C3)C3=CC=CC=C3)N1)C1=CC=CC=C1 (dinitrotetraphenylporphyrin), [BH4-].[Na+] (sodium borohydride). Reagents/catalysts: [Pd] (palladium on carbon). Run in ClCCl (dichloromethane), ClCCl (dichloromethane). Product: NN1C=2C=CC1=C(C=1C=CC(=C(C3=CC=C(N3N)C(=C3C=CC(C2C2=CC=CC=C2)=N3)C3=CC=CC=C3)C3=CC=CC=C3)N1)C1=CC=CC=C1 (Diaminotetraphenylporphyrin). Yield: 96.2%. Reaction SMILES: CO.[BH4-].[Na+].[N+:5]([N:8]1[C:12]2=[C:13]([C:53]3[CH:58]=[CH:57][CH:56]=[CH:55][CH:54]=3)[C:14]3[CH:15]=[CH:16][C:17]([N:52]=3)=[C:18]([C:46]3[CH:51]=[CH:50][CH:49]=[CH:48][CH:47]=3)[C:19]3[N:23]([N+:24]([O-])=O)[C:22]([C:27]([C:40]4[CH:45]=[CH:44][CH:43]=[CH:42][CH:41]=4)=[C:28]4[N:39]=[C:31]([C:32]([C:33]5[CH:38]=[CH:37][CH:36]=[CH:35][CH:34]=5)=[C:9]1[CH:10]=[CH:11]2)[CH:30]=[CH:29]4)=[CH:21][CH:20]=3)([O-])=O>[Pd].ClCCl>[NH2:24][N:23]1[C:19]2=[C:18]([C:46]3[CH:51]=[CH:50][CH:49]=[CH:48][CH:47]=3)[C:17]3[CH:16]=[CH:15][C:14]([N:52]=3)=[C:13]([C:53]3[CH:54]=[CH:55][CH:56]=[CH:57][CH:58]=3)[C:12]3[N:8]([NH2:5])[C:9]([C:32]([C:33]4[CH:38]=[CH:37][CH:36]=[CH:35][CH:34]=4)=[C:31]4[N:39]=[C:28]([C:27]([C:40]5[CH:41]=[CH:42][CH:43]=[CH:44][CH:45]=5)=[C:22]1[CH:21]=[CH:20]2)[CH:29]=[CH:30]4)=[CH:10][CH:11]=3 |f:1.2|. Reported procedure: A 2-l three-necked round bottomed flask was fitted with a condenser and a dropping funnel to add solid material. To this flask was added anhydrous dichloromethane (850-ml) and methanol (420-ml). To this organic solution was added 10% palladium on carbon (14.0 g), the mixture was stirred under an argon blanket, and then cooled in an ice bath. Sodium borohydride (4.0 g, mol) was added in small portions over about 30-min. Next the dinitrotetraphenylporphyrin (7.0 g, 0.01 mol) and solid sodium boroh... The reactants are CCCCC (pentane), CCC (propane), propane Ta, C (methane). Reagents/catalysts: [Ta]s—H. Solvent: CCC(C)C (isopentane). Reaction conditions: temperature 150 celsius. Product: CC (ethane), CCCC (butane), CC(C)C (isobutane), C6. As a reaction SMILES: [CH3:1][CH2:2][CH3:3].[CH4:4].[CH3:5][CH2:6][CH2:7][CH2:8]C>CCC(C)C>[CH3:1][CH3:2].[CH3:5][CH2:6][CH2:7][CH3:8].[CH3:4][CH:2]([CH3:3])[CH3:1]. Procedure: The [Ta]s—H catalyst (46.6 mg; 4.44% Ta/SiO2; 11.4 micromol of Ta) is prepared as in Example 3 and then the reactor charged with propane at atmospheric pressure (propane/Ta=880) and heated at 150° C. under batch conditions. A mixture of methane, of ethane, of butane, of isobutane and, in a smaller proportion, of pentane, of isopentane and of C6 homologues is gradually obtained according to the following Table 2. The reactants are [Br-], [Br-], [Br-], CC(=O)c1ccc(C(=O)Nc2ccc(F)cc2)cc1, CO, c1cc[nH+]cc1, c1cc[nH+]cc1, c1cc[nH+]cc1. Product: O=C(CBr)c1ccc(C(=O)Nc2ccc(F)cc2)cc1. RXN SMILES: [Br-:20].[Br-:21].[Br-:22].[C:1]([CH3:2])(=[O:3])[c:4]1[cH:5][cH:6][c:7]([C:8](=[O:9])[NH:10][c:11]2[cH:12][cH:13][c:14]([F:17])[cH:15][cH:16]2)[cH:18][cH:19]1.[CH3:41][OH:42].[nH+:23]1[cH:24][cH:25][cH:26][cH:27][cH:28]1.[nH+:29]1[cH:30][cH:31][cH:32][cH:33][cH:34]1.[nH+:35]1[cH:36][cH:37][cH:38][cH:39][cH:40]1>>[C:1]([CH2:2][Br:20])(=[O:3])[c:4]1[cH:5][cH:6][c:7]([C:8](=[O:9])[NH:10][c:11]2[cH:12][cH:13][c:14]([F:17])[cH:15][cH:16]2)[cH:18][cH:19]1. Starting materials: N1(CCOCC1)C=1N=C(NC(C1)=O)CC(=O)OCC (ethyl [4-(morpholin-4-yl)-6-oxo-1,6-dihydropyrimidin-2-yl]acetate), C(C)I (ethyl iodide), C([O-])([O-])=O.[Cs+].[Cs+] (cesium carbonate). The product is C(C)N1C(=NC(=CC1=O)N1CCOCC1)CC(=O)OCC (ethyl [1-ethyl-4-(morpholin-4-yl)-6-oxo-1,6-dihydropyrimidin-2-yl]acetate). Reaction SMILES: [N:1]1([C:7]2[N:8]=[C:9]([CH2:14][C:15]([O:17][CH2:18][CH3:19])=[O:16])[NH:10][C:11](=[O:13])[CH:12]=2)[CH2:6][CH2:5][O:4][CH2:3][CH2:2]1.[CH2:20](I)[CH3:21].C(=O)([O-])[O-].[Cs+].[Cs+]>>[CH2:20]([N:10]1[C:11](=[O:13])[CH:12]=[C:7]([N:1]2[CH2:2][CH2:3][O:4][CH2:5][CH2:6]2)[N:8]=[C:9]1[CH2:14][C:15]([O:17][CH2:18][CH3:19])=[O:16])[CH3:21] |f:2.3.4|. Procedure: The product is prepared according to the procedure described in example 67, using 600 mg of ethyl [4-(morpholin-4-yl)-6-oxo-1,6-dihydropyrimidin-2-yl]acetate prepared in stage 1 of example 1 and 0.23 ml of ethyl iodide in place of the methyl iodide, and replacing the potassium carbonate with cesium carbonate. After purification by silica column chromatography, eluent: 960202 CH2Cl2/CH3CN/MeOH, 190 mg of ethyl [1-ethyl-4-(morpholin-4-yl)-6-oxo-1,6-dihydropyrimidin-2-yl]acetate are obtained in the... Reactants: CO, Cl, COc1cc(C(C)NS(=O)C(C)(C)C)ccc1O. Product: Cl, COc1cc(C(C)N)ccc1O. Reaction SMILES: [CH3:20][OH:21].[ClH:19].[OH:1][c:2]1[c:3]([O:17][CH3:18])[cH:4][c:5]([CH:8]([CH3:9])[NH:10][S:11]([C:12]([CH3:13])([CH3:14])[CH3:15])=[O:16])[cH:6][cH:7]1>>[ClH:19].[OH:1][c:2]1[c:3]([O:17][CH3:18])[cH:4][c:5]([CH:8]([CH3:9])[NH2:10])[cH:6][cH:7]1.